This data is from the Open Reaction Database (ORD), a public repository of structured organic reaction records. The task is: describe an organic reaction: reactants, conditions, products, and yield Reactants: Cl.C(C)(=O)OCC (Hydrochloric acid ethyl acetate), CN(CCCN1C(=NC2=C1C=CC(=C2)C(=O)NC)CCCCCCCCCCCCCCCCC)C (1-[3-(dimethylamino)propyl]-2-heptadecyl-N-methyl-1H-benzimidazole-5-carboxamide). Run in C(C)(=O)OCC (ethyl acetate). Conditions: time 10 minute. Yields the product Cl.CN(CCCN1C(=NC2=C1C=CC(=C2)C(=O)NC)CCCCCCCCCCCCCCCCC)C (1-[3-(Dimethylamino)propyl]-2-heptadecyl-N-methyl-1H-benzimidazole-5-carboxamide monohydrochloride). RXN SMILES: [ClH:1].C(OCC)(=O)C.[CH3:8][N:9]([CH3:43])[CH2:10][CH2:11][CH2:12][N:13]1[C:17]2[CH:18]=[CH:19][C:20]([C:22]([NH:24][CH3:25])=[O:23])=[CH:21][C:16]=2[N:15]=[C:14]1[CH2:26][CH2:27][CH2:28][CH2:29][CH2:30][CH2:31][CH2:32][CH2:33][CH2:34][CH2:35][CH2:36][CH2:37][CH2:38][CH2:39][CH2:40][CH2:41][CH3:42]>C(OCC)(=O)C>[ClH:1].[CH3:43][N:9]([CH3:8])[CH2:10][CH2:11][CH2:12][N:13]1[C:17]2[CH:18]=[CH:19][C:20]([C:22]([NH:24][CH3:25])=[O:23])=[CH:21][C:16]=2[N:15]=[C:14]1[CH2:26][CH2:27][CH2:28][CH2:29][CH2:30][CH2:31][CH2:32][CH2:33][CH2:34][CH2:35][CH2:36][CH2:37][CH2:38][CH2:39][CH2:40][CH2:41][CH3:42] |f:0.1,4.5|. Reported procedure: 4N Hydrochloric acid/ethyl acetate solution (0.45 ml) was added to a solution containing 1-[3-(dimethylamino)propyl]-2-heptadecyl-N-methyl-1H-benzimidazole-5-carboxamide (0.90 g) in ethyl acetate (10 ml). After being stirred for 10 minutes at room temperature, the reaction mixture was concentrated. The residue was recrystallized with ethyl acetate, thereby yielding the entitled compound (0.70 g) as grayish yellow solid. Reactants: ClC=1C(=NC=NC1Cl)N (5,6-dichloropyrimidin-4-amine), NCC1CCN(CC1)C(=O)OC(C)(C)C (tert-butyl 4-(aminomethyl)piperidine-1-carboxylate), COC=1C=C(C=CC1OC)B(O)O ((3,4-dimethoxyphenyl)boronic acid), C(C=C)(=O)Cl (acryloyl chloride). Product: NC1=C(C(=NC=N1)NCC1CCN(CC1)C(C=C)=O)C1=CC(=C(C=C1)OC)OC (1-(4-(((6-amino-5-(3,4-dimethoxyphenyl)pyrimidin-4-yl)amino)methyl)piperidin-1-yl)prop-2-en-1-one). Reaction SMILES: Cl[C:2]1[C:3]([NH2:9])=[N:4][CH:5]=[N:6][C:7]=1Cl.[NH2:10][CH2:11][CH:12]1[CH2:17][CH2:16][N:15]([C:18]([O:20]C(C)(C)C)=O)[CH2:14][CH2:13]1.[CH3:25][O:26][C:27]1[CH:28]=[C:29](B(O)O)[CH:30]=[CH:31][C:32]=1[O:33][CH3:34].[C:38](Cl)(=O)[CH:39]=C>>[NH2:9][C:3]1[N:4]=[CH:5][N:6]=[C:7]([NH:10][CH2:11][CH:12]2[CH2:13][CH2:14][N:15]([C:18](=[O:20])[CH:38]=[CH2:39])[CH2:16][CH2:17]2)[C:2]=1[C:30]1[CH:29]=[CH:28][C:27]([O:26][CH3:25])=[C:32]([O:33][CH3:34])[CH:31]=1. Reported procedure: 1-(4-(((6-amino-5-(3,4-dimethoxyphenyl)pyrimidin-4-yl)amino)methyl)piperidin-1-yl)prop-2-en-1-one was prepared from 5,6-dichloropyrimidin-4-amine, tert-butyl 4-(aminomethyl)piperidine-1-carboxylate, (3,4-dimethoxyphenyl)boronic acid, and acryloyl chloride in four steps according to general scheme 2, using methods I, C, D and G. MS: m/z=398 [M+H]+. 1H-NMR (400 MHz, CD3OD) δ 8.24 (s, 1H), 7.19 (d, 1H), 6.90 (dd, Hz, 2H), 6.76 (dd, 1H), 6.18 (dd, 1H), 5.73 (dd, 1H), 4.54 (d, 1H), 4.12 (d, 1H), 3.92... Reactants: COC(=O)CCCC(I)C1CC2C(CC(O)C2C=CC(O)C(C)CCCCCl)O1, Cl, O=P([O-])([O-])[O-]. The product is COC(=O)CCCC=C1CC2C(CC(O)C2C=CC(O)C(C)CCCCCl)O1. RXN SMILES: [CH3:1][O:2][C:3]([CH2:4][CH2:5][CH2:6][CH:7]([CH:8]1[CH2:9][CH:10]2[CH:11]([CH2:12][CH:13]([OH:26])[CH:14]2[CH:15]=[CH:16][CH:17]([CH:18]([CH2:19][CH2:20][CH2:21][CH2:22][Cl:23])[CH3:24])[OH:25])[O:27]1)[I:28])=[O:29].[ClH:30].[O-:31][P:32](=[O:33])([O-:34])[O-:35]>>[CH3:1][O:2][C:3]([CH2:4][CH2:5][CH2:6][CH:7]=[C:8]1[CH2:9][CH:10]2[CH:11]([CH2:12][CH:13]([OH:26])[CH:14]2[CH:15]=[CH:16][CH:17]([CH:18]([CH2:19][CH2:20][CH2:21][CH2:22][Cl:23])[CH3:24])[OH:25])[O:27]1)=[O:29]. The reactants are Cl.Cl.Cl.ClC=1C=C(C=CC1F)C=1N=C(N(C1)CCN1CCCC1)C1CCNCC1 (4-[4-(3-Chloro-4-fluoro-phenyl)-1-(2-pyrrolidin-1-yl-ethyl)-1H-imidazol-2-yl]-piperidine tris hydrochloride), ClC=1C2=C(N=CN1)NC(C2(C)C)=O (4-chloro-5,5-dimethyl-5,7-dihydro-pyrrolo[2,3-d]pyrimidin-6-one), N12CCCCCC2=NCCC1 (1,8-diazabicyclo[5.4.0]undec-7-ene). Solvent: CC(C)O (IPA). Yields the product ClC=1C=C(C=CC1F)C=1N=C(N(C1)CCN1CCCC1)C1CCN(CC1)C=1C2=C(N=CN1)NC(C2(C)C)=O (4-{4-[4-(3-Chloro-4-fluoro-phenyl)-1-(2-pyrrolidin-1-yl-ethyl)-1H-imidazol-2-yl]-piperidin-1-yl}-5,5-dimethyl-5,7-dihydro-pyrrolo[2,3-d]pyrimidin-6-one). Isolated yield 13.5%. As a reaction SMILES: Cl.Cl.Cl.[Cl:4][C:5]1[CH:6]=[C:7]([C:12]2[N:13]=[C:14]([CH:24]3[CH2:29][CH2:28][NH:27][CH2:26][CH2:25]3)[N:15]([CH2:17][CH2:18][N:19]3[CH2:23][CH2:22][CH2:21][CH2:20]3)[CH:16]=2)[CH:8]=[CH:9][C:10]=1[F:11].Cl[C:31]1[C:32]2[C:39]([CH3:41])([CH3:40])[C:38](=[O:42])[NH:37][C:33]=2[N:34]=[CH:35][N:36]=1.N12CCCN=C1CCCCC2>CC(O)C>[Cl:4][C:5]1[CH:6]=[C:7]([C:12]2[N:13]=[C:14]([CH:24]3[CH2:25][CH2:26][N:27]([C:31]4[C:32]5[C:39]([CH3:40])([CH3:41])[C:38](=[O:42])[NH:37][C:33]=5[N:34]=[CH:35][N:36]=4)[CH2:28][CH2:29]3)[N:15]([CH2:17][CH2:18][N:19]3[CH2:20][CH2:21][CH2:22][CH2:23]3)[CH:16]=2)[CH:8]=[CH:9][C:10]=1[F:11] |f:0.1.2.3|. Procedure: Combine 4-[4-(3-Chloro-4-fluoro-phenyl)-1-(2-pyrrolidin-1-yl-ethyl)-1H-imidazol-2-yl]-piperidine tris hydrochloride (0.3 g; 0.00062 mol), 4-chloro-5,5-dimethyl-5,7-dihydro-pyrrolo[2,3-d]pyrimidin-6-one (0.16 g; 0.0008 mol), 1,8-diazabicyclo[5.4.0]undec-7-ene (DBU, 0.76 mL; 0.0051 mol) into IPA (10 mL) and stir at 120° C. for 16 h; cool and concentrate. Quench the reaction with saturated sodium bicarbonate solution and extract with EA. Evaporate the EA layer and purify by column chromatography us... Starting materials: OCC1=NC(=C(C(=C1)Cl)CCCC)Cl (2-hydroxymethyl-4,6-dichloro-5-n-butyl-pyridine), N1CCCCC1 (piperidine). Yields the product OCC1=NC(=C(C(=C1)Cl)CCCC)N1CCCCC1 (2-hydroxymethyl-4-chloro-5-n-butyl-6-piperidino-pyridine). Reaction SMILES: [OH:1][CH2:2][C:3]1[CH:8]=[C:7]([Cl:9])[C:6]([CH2:10][CH2:11][CH2:12][CH3:13])=[C:5](Cl)[N:4]=1.[NH:15]1[CH2:20][CH2:19][CH2:18][CH2:17][CH2:16]1>>[OH:1][CH2:2][C:3]1[CH:8]=[C:7]([Cl:9])[C:6]([CH2:10][CH2:11][CH2:12][CH3:13])=[C:5]([N:15]2[CH2:20][CH2:19][CH2:18][CH2:17][CH2:16]2)[N:4]=1. Procedure: 46.8 g (0.2 mol) of 2-hydroxymethyl-4,6-dichloro-5-n-butyl-pyridine dissolved in 425 g (5 mols) of piperidine are heated for 20 hours at 190° in a bomb tube. The reaction mixture is then evaporated and the piperidine which still adheres is distilled off by means of toluene. The residue is rendered alkaline with 2 N sodium carbonate solution and the mixture is extracted with ether. The ether phases are combined, dried over sodium sulphate, filtered and evaporated. Fractional distillation of the r...